Dataset: the Open Reaction Database (ORD), a public repository of structured organic reaction records. Task: describe an organic reaction: reactants, conditions, products, and yield The reactants are ClC=1C=C(C=CC1F)CC#N ((3-chloro-4-fluoro-phenyl)-acetonitrile), B.C1CCOC1 (BH3-THF), CO (MeOH). Solvent: C1CCOC1 (THF). Product: ClC=1C=C(C=CC1F)CCN (2-(3-Chloro-4-fluoro-phenyl)-ethylamine). The yield is 55.6%. RXN SMILES: [Cl:1][C:2]1[CH:3]=[C:4]([CH2:9][C:10]#[N:11])[CH:5]=[CH:6][C:7]=1[F:8].B.C1COCC1.CO>C1COCC1>[Cl:1][C:2]1[CH:3]=[C:4]([CH2:9][CH2:10][NH2:11])[CH:5]=[CH:6][C:7]=1[F:8] |f:1.2|. Reported procedure: To a solution of (3-chloro-4-fluoro-phenyl)-acetonitrile (1 g, 5.9 mmol) in THF (30 mL) was slowly added BH3-THF (8.26 ml). After the addition, the reaction mixture was heated to reflux for 3 hours. MeOH was added to quench the reaction and volatiles were removed under reduced pressure. The crude product was first dissolved in aq. HCl solution (30 mL) and impurities were removed by exaction with EtOAc (2×30 mL). The pH of the aqueous solution was adjusted to 8 using K2CO3 and the mixture was the...